From a dataset of the Open Reaction Database (ORD), a public repository of structured organic reaction records. describe an organic reaction: reactants, conditions, products, and yield The reactants are COC1=C(C=CC=C1)NC1=C(C=C(C(=C1)Cl)C(F)(F)F)[N+](=O)[O-] (N-(2-methoxyphenyl)-2-nitro-4-trifluoromethyl-5-chloroaniline), COC1=C(N)C=CC=C1 (2-methoxyaniline), ClC1=C(C=C(C(=C1)Cl)C(F)(F)F)[N+](=O)[O-] (2-chloro-4-chloro-5-trifluoromethyl-nitrobenzene). The product is COC1=C(C=CC(=C1)C1=CC=CC=C1)NC1=C(C=CC=C1)[N+](=O)[O-] (N-(2-methoxy-4-phenylphenyl)-2-nitroaniline). As a reaction SMILES: [CH3:1][O:2][C:3]1[CH:8]=[CH:7][CH:6]=[CH:5][C:4]=1[NH:9][C:10]1[CH:15]=[C:14](Cl)[C:13](C(F)(F)F)=[CH:12][C:11]=1[N+:21]([O-:23])=[O:22].CO[C:26]1[CH:32]=[CH:31][CH:30]=[CH:29][C:27]=1N.ClC1C=C(Cl)C(C(F)(F)F)=CC=1[N+]([O-])=O>>[CH3:1][O:2][C:3]1[CH:8]=[C:7]([C:26]2[CH:32]=[CH:31][CH:30]=[CH:29][CH:27]=2)[CH:6]=[CH:5][C:4]=1[NH:9][C:10]1[CH:15]=[CH:14][CH:13]=[CH:12][C:11]=1[N+:21]([O-:23])=[O:22]. Reported procedure: N-(2-methoxyphenyl)-2-nitro-4-trifluoromethyl-5-chloroaniline, M.p. 142°-145° C., by reaction between 2-methoxyaniline and 2-chloro-4-chloro-5-trifluoromethyl-nitrobenzene. The reactants are CC#N, CCN(C(C)C)C(C)C, CC(N)c1cc(Cl)cc(Cl)c1, O=[N+]([O-])c1ccc(F)cc1F. Product: CC(Nc1cc(F)ccc1[N+](=O)[O-])c1cc(Cl)cc(Cl)c1. As a reaction SMILES: [CH3:32][C:33]#[N:34].[CH:23]([N:24]([CH2:25][CH3:26])[CH:27]([CH3:28])[CH3:29])([CH3:30])[CH3:31].[Cl:12][c:13]1[cH:14][c:15]([CH:20]([CH3:21])[NH2:22])[cH:16][c:17]([Cl:19])[cH:18]1.[F:1][c:2]1[c:3]([N+:9](=[O:10])[O-:11])[cH:4][cH:5][c:6]([F:8])[cH:7]1>>[c:2]1([NH:22][CH:20]([c:15]2[cH:14][c:13]([Cl:12])[cH:18][c:17]([Cl:19])[cH:16]2)[CH3:21])[c:3]([N+:9](=[O:10])[O-:11])[cH:4][cH:5][c:6]([F:8])[cH:7]1. Yields the product CCC(C)NC(=O)N1CC(OC(c2ccc(OC(F)F)cc2)c2ccccc2C(F)(F)F)C1. Starting materials: CCC(C)N=C=O, ClCCl, Cl, FC(F)Oc1ccc(C(OC2CNC2)c2ccccc2C(F)(F)F)cc1. Reaction SMILES: [CH:28]([CH3:29])([CH2:30][CH3:31])[N:32]=[C:33]=[O:34].[Cl:35][CH2:36][Cl:37].[ClH:1].[F:2][C:3]([c:4]1[c:5]([CH:6]([c:7]2[cH:8][cH:9][c:10]([O:13][CH:14]([F:15])[F:16])[cH:11][cH:12]2)[O:17][CH:18]2[CH2:19][NH:20][CH2:21]2)[cH:22][cH:23][cH:24][cH:25]1)([F:26])[F:27]>>[F:2][C:3]([c:4]1[c:5]([CH:6]([c:7]2[cH:8][cH:9][c:10]([O:13][CH:14]([F:15])[F:16])[cH:11][cH:12]2)[O:17][CH:18]2[CH2:19][N:20]([C:33]([NH:32][CH:28]([CH3:29])[CH2:30][CH3:31])=[O:34])[CH2:21]2)[cH:22][cH:23][cH:24][cH:25]1)([F:26])[F:27]. Reactants: NC1=C(N=NN1C1=CC=CC=C1)C(=O)OCC (Ethyl 5-amino-1-phenyl-1,2,3-triazole-4-carboxylate), [Na] (sodium). Run in C(C)O (ethanol). Yields the product C(C)OC(=O)C1=C(N=NN1)NC1=CC=CC=C1 (Ethyl-4-anilino-1,2,3-triazole-5-carboxylate). The yield is 83.6%. As a reaction SMILES: [NH2:1][C:2]1[N:6]([C:7]2[CH:12]=[CH:11][CH:10]=[CH:9][CH:8]=2)[N:5]=[N:4][C:3]=1[C:13]([O:15][CH2:16][CH3:17])=[O:14].[Na]>C(O)C>[CH2:16]([O:15][C:13]([C:3]1[NH:4][N:5]=[N:1][C:2]=1[NH:6][C:7]1[CH:12]=[CH:11][CH:10]=[CH:9][CH:8]=1)=[O:14])[CH3:17] |^1:17|. Procedure: Ethyl 5-amino-1-phenyl-1,2,3-triazole-4-carboxylate (3.13 g; 0.0135 mole) was stirred at reflux with a solution of sodium (0.31 g; 0.135 atom) in ethanol (20 ml) for 3 hrs. and the mixture evaporated to dryness. The residual solid was dissolved in warm water, acidified and the precipitate filtered off to give 2.622 g (84%) of the title compound of mp 126-127° C. Recrystallisation from 90% ethanol gave material of mp 131-132° C. (lit mp 129-130° C.; O. Dimroth Annalen 364 183 [1909]) Reactants: C(C)OC(COC1=C(C=CC=C1)CC=1NC=CN1)=O (2-(1-Imidazolylmethyl)phenoxyacetic acid ethyl ester), [OH-].[K+] (potassium hydroxide). Run in O (water). Reaction conditions: time 18 hour. The product is N1C(=NC=C1)CC1=C(OCC(=O)O)C=CC=C1 (2-(1-imidazolylmethyl)phenoxyacetic acid). The yield is 29.1%. As a reaction SMILES: C([O:3][C:4](=[O:19])[CH2:5][O:6][C:7]1[CH:12]=[CH:11][CH:10]=[CH:9][C:8]=1[CH2:13][C:14]1[NH:15][CH:16]=[CH:17][N:18]=1)C.[OH-].[K+]>O>[NH:15]1[CH:16]=[CH:17][N:18]=[C:14]1[CH2:13][C:8]1[CH:9]=[CH:10][CH:11]=[CH:12][C:7]=1[O:6][CH2:5][C:4]([OH:19])=[O:3] |f:1.2|. Reported procedure: 2-(1-Imidazolylmethyl)phenoxyacetic acid ethyl ester (1 g) was heated on a steam bath for 30 minutes in a solution of potassium hydroxide (0.5 g) in water (10 ml) and the solution was allowed to stand at room temperature for 18 hours. The solution was then evaporated to small volume and acidified to pH 5 with acetic acid. The solid was collected by filtration and crystallised from water to give 2-(1-imidazolylmethyl)phenoxyacetic acid (0.26 g), m.p. 213°-214° C. Found: C, 51.83, H, 5.24, N, 12.3...